The task is: describe an organic reaction: reactants, conditions, products, and yield. This data is from the Open Reaction Database (ORD), a public repository of structured organic reaction records. Starting materials: C[C@H](CO)CC ((S)-2-methylbutanol), O (water), C1(=CC=CC=C1)C (toluene), CC1=CC=C(C(=O)Cl)C=C1 (4-methylbenzoic chloride). Solvent: N1=CC=CC=C1 (pyridine). Reaction conditions: time 2 hour. The product is C[C@H](COC(C1=CC=C(C=C1)C)=O)CC (4-methylbenzoic((S)-2-methylbutyl) ester). RXN SMILES: [CH3:1][C@@H:2]([CH2:5][CH3:6])[CH2:3][OH:4].[CH3:7][C:8]1[CH:16]=[CH:15][C:11]([C:12](Cl)=[O:13])=[CH:10][CH:9]=1.O.C1(C)C=CC=CC=1>N1C=CC=CC=1>[CH3:1][C@@H:2]([CH2:5][CH3:6])[CH2:3][O:4][C:12](=[O:13])[C:11]1[CH:15]=[CH:16][C:8]([CH3:7])=[CH:9][CH:10]=1. Procedure: 28.51 g (0.23 moles) of a commercially available (S)-2-methylbutanol was dissolved in 100 ml of pyridine. The mixture was cooled and 50 g (0.23 moles) of a commercially available 4-methylbenzoic chloride was added thereto while cooling. The mixture was then allowed to react with stirring at 50° to 60° C. for 2 hours. On completion of the reaction, 300 ml of water and 300 ml of toluene were added, and after vigorous stirring, the toluene layer was separated out and washed with 6N HCl. Washing was... Reactants: ClC1=NC(=CC(=C1[N+](=O)[O-])N)Cl (2,6-Dichloro-3-nitro-pyridin-4-amine). Reagents/catalysts: [Ni] (Raney Nickel). Run in CO (MeOH). Run at time 2 hour. Yields the product ClC1=NC(=CC(=C1N)N)Cl (2,6-Dichloro-pyridine-3,4-diamine). Reaction SMILES: [Cl:1][C:2]1[C:7]([N+:8]([O-])=O)=[C:6]([NH2:11])[CH:5]=[C:4]([Cl:12])[N:3]=1>CO.[Ni]>[Cl:1][C:2]1[C:7]([NH2:8])=[C:6]([NH2:11])[CH:5]=[C:4]([Cl:12])[N:3]=1. Procedure: To a solution of 2,6-dichloro-3-nitro-pyridin-4-amine (2.6 g, 14.4 mmol) from Step A in MeOH (150 mL) was added Raney Nickel catalyst (2 g) and the reaction agitated under a hydrogen atmosphere in a Parr apparatus (35 p.s.i.) for 2 h. The reaction mixture was filtered through a pad of Celite and concentrated to yield the title compound. MS: m/z=179 (M+1). The reactants are C=1(C(=CC=CC1)C=O)C (o-Tolualdehyde), COC(=O)C=1C=C(C2=C(S(CC3=C(O2)C(=CC(=C3)N3CCNCC3)Cl)(=O)=O)C1)C (4-Chloro-6-methyl-10,10-dioxo-2-piperazin-1-yl-10,11-dihydro-5-oxa-10lambda*6*-thia-dibenzo[a,d]cycloheptene-8-carboxylic acid methyl ester), O (water), C(#N)[BH3-].[Na+] (sodium cyanoborohydride). The reagents and catalysts are CC([O-])C.[Ti+4].CC([O-])C.CC([O-])C.CC([O-])C (titanium isopropoxide). Run in CO (methanol). Conditions: temperature 70 celsius, time 1.5 hour. The product is COC(=O)C=1C=C(C2=C(S(CC3=C(O2)C(=CC(=C3)N3CCN(CC3)CC3=C(C=CC=C3)C)Cl)(=O)=O)C1)C (4-Chloro-6-methyl-2-[4-(2-methyl-benzyl)-piperazin-1-yl]-10,10-dioxo-10,11-dihydro-5-oxa-10lambda*6*-thia-dibenzo[a,d]cycloheptene-8-carboxylic acid methyl ester). RXN SMILES: [C:1]1([CH3:9])[C:2]([CH:7]=O)=[CH:3][CH:4]=[CH:5][CH:6]=1.[CH3:10][O:11][C:12]([C:14]1[CH:15]=[C:16]([CH3:38])[C:17]2[O:23][C:22]3[C:24]([Cl:34])=[CH:25][C:26]([N:28]4[CH2:33][CH2:32][NH:31][CH2:30][CH2:29]4)=[CH:27][C:21]=3[CH2:20][S:19](=[O:36])(=[O:35])[C:18]=2[CH:37]=1)=[O:13].C([BH3-])#N.[Na+].O>CO.CC(C)[O-].[Ti+4].CC(C)[O-].CC(C)[O-].CC(C)[O-]>[CH3:10][O:11][C:12]([C:14]1[CH:15]=[C:16]([CH3:38])[C:17]2[O:23][C:22]3[C:24]([Cl:34])=[CH:25][C:26]([N:28]4[CH2:29][CH2:30][N:31]([CH2:9][C:1]5[CH:6]=[CH:5][CH:4]=[CH:3][C:2]=5[CH3:7])[CH2:32][CH2:33]4)=[CH:27][C:21]=3[CH2:20][S:19](=[O:35])(=[O:36])[C:18]=2[CH:37]=1)=[O:13] |f:2.3,6.7.8.9.10|. Procedure: o-Tolualdehyde (0.041 mL, 0.35 mmol) and titanium isopropoxide (0.136 mL, 0.45 mmol) were added to a suspension of Example 104k (0.16 g, 0.36 mmol) in methanol (7 mL). The reaction mixture was stirred at 70° C. for 1.5 h, cooled to room temperature, treated with sodium cyanoborohydride (0.022 g, 0.34 mmol), then stirred at 70° C. for 1 h and at room temperature overnight. It was treated with water and extracted with n-butanol. The organic layer was washed with water, brine, dried, concentrated a... Reactants: CCc1cc(Br)ccc1N, ClCCl, Cc1ccc(F)c(N=C=O)c1. Product: CCc1cc(Br)ccc1NC(=O)Nc1cc(C)ccc1F. Reaction SMILES: [Br:1][c:2]1[cH:3][c:4]([CH2:9][CH3:10])[c:5]([NH2:6])[cH:7][cH:8]1.[Cl:22][CH2:23][Cl:24].[F:11][c:12]1[c:13]([N:19]=[C:20]=[O:21])[cH:14][c:15]([CH3:18])[cH:16][cH:17]1>>[Br:1][c:2]1[cH:3][c:4]([CH2:9][CH3:10])[c:5]([NH:6][C:20]([NH:19][c:13]2[c:12]([F:11])[cH:17][cH:16][c:15]([CH3:18])[cH:14]2)=[O:21])[cH:7][cH:8]1. Starting materials: COc1cc2ncn(CCCCl)c(=O)c2cc1OC, COc1ccc(CCNCc2ccccc2)cc1OC, CO, ClC(Cl)Cl, Clc1ccccc1. The product is COc1ccc(CCN(CCCn2cnc3cc(OC)c(OC)cc3c2=O)Cc2ccccc2)cc1OC. RXN SMILES: [CH3:1][O:2][c:3]1[cH:4][c:5]2[c:6](=[O:19])[n:7]([CH2:15][CH2:16][CH2:17][Cl:18])[cH:8][n:9][c:10]2[cH:11][c:12]1[O:13][CH3:14].[CH3:20][O:21][c:22]1[cH:23][c:24]([CH2:30][CH2:31][NH:32][CH2:33][c:34]2[cH:35][cH:36][cH:37][cH:38][cH:39]2)[cH:25][cH:26][c:27]1[O:28][CH3:29].[CH3:40][OH:41].[CH:42]([Cl:43])([Cl:44])[Cl:45].[Cl:46][c:47]1[cH:48][cH:49][cH:50][cH:51][cH:52]1>>[CH3:1][O:2][c:3]1[cH:4][c:5]2[c:6](=[O:19])[n:7]([CH2:15][CH2:16][CH2:17][N:32]([CH2:31][CH2:30][c:24]3[cH:23][c:22]([O:21][CH3:20])[c:27]([O:28][CH3:29])[cH:26][cH:25]3)[CH2:33][c:34]3[cH:35][cH:36][cH:37][cH:38][cH:39]3)[cH:8][n:9][c:10]2[cH:11][c:12]1[O:13][CH3:14]. Starting materials: C([O-])([O-])=O.[K+].[K+] (potassium carbonate), ClC(C#C)(C)C (3-chloro-3-methyl-1-butyne), [I-].[K+] (potassium iodide), FC(SC1=CC=C(C=C1)O)(F)F (4-(trifluoromethylthio)phenol), ClC(C#C)(C)C (3-chloro-3-methyl-1-butyne), C([O-])([O-])=O.[K+].[K+] (potassium carbonate). Run in CC(CC)=O (butanone). Run at time 20 hour. The product is FC(SC1=CC=C(OC(C#C)(C)C)C=C1)(F)F (3-(4-(Trifluoromethylthio)-phenoxy)-3-methyl-1-butyne). RXN SMILES: C(=O)([O-])[O-].[K+].[K+].[I-].[K+].[F:9][C:10]([F:20])([F:19])[S:11][C:12]1[CH:17]=[CH:16][C:15]([OH:18])=[CH:14][CH:13]=1.Cl[C:22]([CH3:26])([CH3:25])[C:23]#[CH:24]>CC(=O)CC>[F:20][C:10]([F:19])([F:9])[S:11][C:12]1[CH:13]=[CH:14][C:15]([O:18][C:22]([CH3:26])([CH3:25])[C:23]#[CH:24])=[CH:16][CH:17]=1 |f:0.1.2,3.4|. Reported procedure: 13.8 g (0.1 mol) of dried potassium carbonate and 1.6 g (0.01 mol) of potassium iodide are suspended in a solution of 19.4 g (0.1 mol) of 4-(trifluoromethylthio)phenol in 250 ml of dry butanone and 15.4 g (0.15 mol) of 3-chloro-3-methyl-1-butyne are added dropwise. The mixture is then heated under reflux with stirring for 20 hours, 15.4 g of 3-chloro-3-methyl-1-butyne and 13.8 g of potassium carbonate are added once again and the mixture is further heated under reflux for 40 hours. Inorganic con... Starting materials: C(C)(C)(C)OC(=O)N1CC2=C(N=C(N=C2C2=CC=C(C=C2)F)N2C(CCC2)C)CC1 (4-(4-fluoro-phenyl)-2-(2-methyl-pyrrolidin-1-yl)-7,8-dihydro-5H-pyrido[4,3-d]pyrimidine-6-carboxylic acid tert-butyl ester), Cl (HCl). Solvent: CCOCC (Et2O), O1CCOCC1 (dioxane). Conditions: time 16 hour. The product is Cl.FC1=CC=C(C=C1)C=1C2=C(N=C(N1)N1C(CCC1)C)CCNC2 (4-(4-Fluoro-phenyl)-2-(2-methyl-pyrrolidin-1-yl)-5,6,7,8-tetrahydro-pyrido[4,3-d]pyrimidine hydrochloride). Yield: 76.0%. RXN SMILES: C(OC([N:8]1[CH2:30][CH2:29][C:11]2[N:12]=[C:13]([N:23]3[CH2:27][CH2:26][CH2:25][CH:24]3[CH3:28])[N:14]=[C:15]([C:16]3[CH:21]=[CH:20][C:19]([F:22])=[CH:18][CH:17]=3)[C:10]=2[CH2:9]1)=O)(C)(C)C.[ClH:31]>CCOCC.O1CCOCC1>[ClH:31].[F:22][C:19]1[CH:18]=[CH:17][C:16]([C:15]2[C:10]3[CH2:9][NH:8][CH2:30][CH2:29][C:11]=3[N:12]=[C:13]([N:23]3[CH2:27][CH2:26][CH2:25][CH:24]3[CH3:28])[N:14]=2)=[CH:21][CH:20]=1 |f:4.5|. Procedure details: To a solution of 4-(4-fluoro-phenyl)-2-(2-methyl-pyrrolidin-1-yl)-7,8-dihydro-5H-pyrido[4,3-d]pyrimidine-6-carboxylic acid tert-butyl ester (0.193 g, 0.47 mmol) in Et2O (2 mL) was added 4 M HCl in dioxane (2.5 mL). After 16 h, the mixture was concentrated and the residue was triturated with Et2O to give the title compound (0.124 g, 76%) as a white solid. MS (ESI): mass calcd. for C18H21FN4, 312.4; m/z found, 313.4 [M+H]+. 1H NMR (DMSO-d6): 9.54 (m, 2H), 7.64 (dd, J=8.5, 5.5, 2H), 7.37 (t, J=8.8,...